This data is from the Open Reaction Database (ORD), a public repository of structured organic reaction records. The task is: describe an organic reaction: reactants, conditions, products, and yield Reagents/catalysts: [Ru](=O)=O (ruthenium(IV) oxide). Reaction conditions: time 4 hour. Procedure details: A suspension of 0.5 g (1.8 mmol) of 3a-fluoro-7-(2-furanyl)-1,2,3,3a,5,9b-hexahydrocyclopenta[c]quinolin-4-one in 63 ml of acetonitrile-carbon tetrachloride-water (2:1:2) is mixed with 5.9 g (27.6 mmol) of sodium periodate and 0.05 g (0.4 mmol) of ruthenium(IV) oxide, and it is stirred for 4 hours at room temperature. The batch is diluted with water and extracted with ethyl acetate. The combined extracts are dried (Na2SO4) and concentrated by evaporation in a vacuum. The residue is taken up in 0... Run in C(C)#N.C(Cl)(Cl)(Cl)Cl.O (acetonitrile carbon tetrachloride water), O (water). RXN SMILES: [F:1][C:2]12[CH2:14][CH2:13][CH2:12][CH:11]1[C:10]1[CH:9]=[CH:8][C:7]([C:15]3[O:16]C=CC=3)=[CH:6][C:5]=1[NH:4][C:3]2=[O:20].I([O-])(=O)(=O)=[O:22].[Na+]>C(#N)C.C(Cl)(Cl)(Cl)Cl.O.O.[Ru](=O)=O>[F:1][C:2]12[CH2:14][CH2:13][CH2:12][CH:11]1[C:10]1[CH:9]=[CH:8][C:7]([C:15]([OH:16])=[O:22])=[CH:6][C:5]=1[NH:4][C:3]2=[O:20] |f:1.2,3.4.5|. Yields the product FC12C(NC=3C=C(C=CC3C1CCC2)C(=O)O)=O (3a-Fluoro-1,2,3,3a,5,9b-hexahydrocyclopenta[c]quinolin-4-one-7-carboxylic acid). Reactants: FC12C(NC=3C=C(C=CC3C1CCC2)C=2OC=CC2)=O (3a-fluoro-7-(2-furanyl)-1,2,3,3a,5,9b-hexahydrocyclopenta[c]quinolin-4-one), I(=O)(=O)(=O)[O-].[Na+] (sodium periodate).